Task: describe an organic reaction: reactants, conditions, products, and yield. Dataset: the Open Reaction Database (ORD), a public repository of structured organic reaction records The reactants are CC(C)(C)OC(=O)N1CCCC1c1ncc(-c2ccc(B3OC(C)(C)C(C)(C)O3)cc2)[nH]1, Brc1ccnc(OCc2ccccc2)c1, CCOC(C)=O, c1ccc(P(c2ccccc2)(c2ccccc2)[Pd](P(c2ccccc2)(c2ccccc2)c2ccccc2)(P(c2ccccc2)(c2ccccc2)c2ccccc2)P(c2ccccc2)(c2ccccc2)c2ccccc2)cc1. Yields the product CC(C)(C)OC(=O)N1CCCC1c1ncc(-c2ccc(-c3ccnc(OCc4ccccc4)c3)cc2)[nH]1. RXN SMILES: [C:16]([CH3:17])([CH3:18])([CH3:19])[O:20][C:21](=[O:22])[N:23]1[CH:24]([c:28]2[nH:29][c:30](-[c:33]3[cH:34][cH:35][c:36]([B:39]4[O:40][C:41]([CH3:42])([CH3:43])[C:44]([CH3:45])([CH3:46])[O:47]4)[cH:37][cH:38]3)[cH:31][n:32]2)[CH2:25][CH2:26][CH2:27]1.[CH2:1]([c:2]1[cH:3][cH:4][cH:5][cH:6][cH:7]1)[O:8][c:9]1[n:10][cH:11][cH:12][c:13]([Br:15])[cH:14]1.[CH3:48][CH2:49][O:50][C:51](=[O:52])[CH3:53].[cH:54]1[cH:55][cH:56][c:57]([P:58]([Pd:59]([P:60]([c:61]2[cH:62][cH:63][cH:64][cH:65][cH:66]2)([c:67]2[cH:68][cH:69][cH:70][cH:71][cH:72]2)[c:73]2[cH:74][cH:75][cH:76][cH:77][cH:78]2)([P:79]([c:80]2[cH:81][cH:82][cH:83][cH:84][cH:85]2)([c:86]2[cH:87][cH:88][cH:89][cH:90][cH:91]2)[c:92]2[cH:93][cH:94][cH:95][cH:96][cH:97]2)[P:98]([c:99]2[cH:100][cH:101][cH:102][cH:103][cH:104]2)([c:105]2[cH:106][cH:107][cH:108][cH:109][cH:110]2)[c:111]2[cH:112][cH:113][cH:114][cH:115][cH:116]2)([c:117]2[cH:118][cH:119][cH:120][cH:121][cH:122]2)[c:123]2[cH:124][cH:125][cH:126][cH:127][cH:128]2)[cH:129][cH:130]1>>[CH2:1]([c:2]1[cH:3][cH:4][cH:5][cH:6][cH:7]1)[O:8][c:9]1[n:10][cH:11][cH:12][c:13](-[c:36]2[cH:35][cH:34][c:33](-[c:30]3[nH:29][c:28]([CH:24]4[N:23]([C:21]([O:20][C:16]([CH3:17])([CH3:18])[CH3:19])=[O:22])[CH2:27][CH2:26][CH2:25]4)[n:32][cH:31]3)[cH:38][cH:37]2)[cH:14]1. Starting materials: ClC=1C=C2C=CC(=NC2=CC1)N(C)C1=CC=C(C=C1)O (4-[N-(6-chloro-2-quinolinyl)-N-methylamino]phenol), BrC(C(=O)OC)C (methyl 2-bromopropionate), C([O-])([O-])=O.[K+].[K+] (potassium carbonate). Solvent: CC(=O)C (acetone). Run at time 16 hour. The product is ClC=1C=C2C=CC(=NC2=CC1)N(C)C1=CC=C(OC(C(=O)OC)C)C=C1 (methyl 2-{4-[N-(6-chloro-2-quinolinyl)-N-methylamino]-phenoxy}propionate). RXN SMILES: [Cl:1][C:2]1[CH:3]=[C:4]2[C:9](=[CH:10][CH:11]=1)[N:8]=[C:7]([N:12]([C:14]1[CH:19]=[CH:18][C:17]([OH:20])=[CH:16][CH:15]=1)[CH3:13])[CH:6]=[CH:5]2.Br[CH:22]([CH3:27])[C:23]([O:25][CH3:26])=[O:24].C(=O)([O-])[O-].[K+].[K+]>CC(C)=O>[Cl:1][C:2]1[CH:3]=[C:4]2[C:9](=[CH:10][CH:11]=1)[N:8]=[C:7]([N:12]([C:14]1[CH:19]=[CH:18][C:17]([O:20][CH:22]([CH3:27])[C:23]([O:25][CH3:26])=[O:24])=[CH:16][CH:15]=1)[CH3:13])[CH:6]=[CH:5]2 |f:2.3.4|. Procedure: A mixture of 4-[N-(6-chloro-2-quinolinyl)-N-methylamino]phenol (1.1 g), methyl 2-bromopropionate (1.3 ml), anhydrous potassium carbonate (0.7 g) and acetone (20 ml) was heated under reflux with stirring for a period of 16 hours. The acetone was removed by distillation under reduced pressure and the residue was partitioned between water and chloroform. The chloroform extracts were dried (anhydrous MgSO4) and the solvent was evaporated. The residue was chromatographed over silica gel (40 g) with c... The reactants are CC=1NC=CN1 (2-methylimidazole), ClC=1N=C(C2=C(N1)SC(=C2C)C)NCCC2=CC1=C(C=C2)OCO1 (2-chloro-5,6-dimethyl-4-(3,4-methylenedioxyphenethylamino)-thieno-[2,3-d]-pyrimidine). The product is CC=1N(C=CN1)C=1N=C(C2=C(N1)SC(=C2C)C)NCCC2=CC1=C(C=C2)OCO1 (2-(2-methylimidazol-1-yl)-5,6-dimethyl-4-(3,4-methylenedioxyphenethylamino)-thieno-[2,3-d]-pyrimidine). RXN SMILES: [CH3:1][C:2]1[NH:3][CH:4]=[CH:5][N:6]=1.Cl[C:8]1[N:9]=[C:10]([NH:19][CH2:20][CH2:21][C:22]2[CH:27]=[CH:26][C:25]3[O:28][CH2:29][O:30][C:24]=3[CH:23]=2)[C:11]2[C:16]([CH3:17])=[C:15]([CH3:18])[S:14][C:12]=2[N:13]=1>>[CH3:1][C:2]1[N:3]([C:8]2[N:9]=[C:10]([NH:19][CH2:20][CH2:21][C:22]3[CH:27]=[CH:26][C:25]4[O:28][CH2:29][O:30][C:24]=4[CH:23]=3)[C:11]3[C:16]([CH3:17])=[C:15]([CH3:18])[S:14][C:12]=3[N:13]=2)[CH:4]=[CH:5][N:6]=1. Reported procedure: Following the procedure of Example 97, the reaction of 2-methylimidazole with 2-chloro-5,6-dimethyl-4-(3,4-methylenedioxyphenethylamino)-thieno-[2,3-d]-pyrimidine gives 2-(2-methylimidazol-1-yl)-5,6-dimethyl-4-(3,4-methylenedioxyphenethylamino)-thieno-[2,3-d]-pyrimidine. Reactants: C(CCC)(=O)OCC(CC=C(C)C)=C(C)C (2-isopropylidene-5-methyl-4-hexenyl butyrate), C(=C)(C)C(CO)CC=C(C)C (2-isopropenyl-5-methyl-4-hexenol), CC(=O)OI1(C=2C=CC=CC2C(=O)O1)(OC(=O)C)OC(=O)C (Dess-Martin reagent). The product is C(=C)(C)C(C=O)CC=C(C)C (2-isopropenyl-5-methyl-4-hexenal). As a reaction SMILES: C([O:6][CH2:7][C:8](=[C:14]([CH3:16])[CH3:15])[CH2:9][CH:10]=[C:11]([CH3:13])[CH3:12])(=O)CCC.C(C(CC=C(C)C)CO)(C)=C.CC(OI1(OC(C)=O)(OC(C)=O)OC(=O)C2C=CC=CC1=2)=O>>[C:14]([CH:8]([CH2:9][CH:10]=[C:11]([CH3:13])[CH3:12])[CH:7]=[O:6])([CH3:16])=[CH2:15]. Procedure: Tabata has reported the synthesis of 2-isopropylidene-5-methyl-4-hexenyl butyrate in which 2-isopropenyl-5-methyl-4-hexenol as a starting material is subjected to an oxidation reaction with Dess-Martin reagent to form 2-isopropenyl-5-methyl-4-hexenal (lavandulal), the resulting aldehyde is isomerized under an acidic condition through migration of the double bond to form 2-isopropylidene-5-methyl-4-hexenal (another name: fujikonal), and the isomerized aldehyde is reduced and then esterified to fo... Reactants: C(C)O (Ethanol), ClCCl (dichloromethane), C([O-])(O)=O.[Na+] (sodium bicarbonate), ClC=1C=C2C=CC(=CC2=CC1)S(=O)(=O)N1CCN(CC1)C(=O)C1=CC=C(C=C1)C1=CC(=[N+](C=C1)[O-])C (4-[4-[[4-[(6-chloronaphthalen-2-yl)sulfonyl]piperazin-1-yl]carbonyl]phenyl]-2-methylpyridine N-oxide). The solvent is C(C)(=O)OC(C)=O (acetic anhydride). Yields the product Cl.C(C)(=O)OCC1=NC=CC(=C1)C1=CC=C(C(=O)N2CCN(CC2)S(=O)(=O)C2=CC3=CC=C(C=C3C=C2)Cl)C=C1 (1-[4-(2-Acetoxymethylpyridin-4-yl)benzoyl]-4-[(6-chloronaphthalen-2-yl)sulfonyl]piperazine hydrochloride). The yield is 87.0%. RXN SMILES: [Cl:1][C:2]1[CH:3]=[C:4]2[C:9](=[CH:10][CH:11]=1)[CH:8]=[C:7]([S:12]([N:15]1[CH2:20][CH2:19][N:18]([C:21]([C:23]3[CH:28]=[CH:27][C:26]([C:29]4[CH:34]=[CH:33][N+:32]([O-])=[C:31]([CH3:36])[CH:30]=4)=[CH:25][CH:24]=3)=[O:22])[CH2:17][CH2:16]1)(=[O:14])=[O:13])[CH:6]=[CH:5]2.[CH2:37]([OH:39])[CH3:38].ClCCl.C(=O)(O)[O-:44].[Na+]>C(OC(=O)C)(=O)C>[ClH:1].[C:37]([O:44][CH2:36][C:31]1[CH:30]=[C:29]([C:26]2[CH:25]=[CH:24][C:23]([C:21]([N:18]3[CH2:17][CH2:16][N:15]([S:12]([C:7]4[CH:6]=[CH:5][C:4]5[C:9](=[CH:10][CH:11]=[C:2]([Cl:1])[CH:3]=5)[CH:8]=4)(=[O:14])=[O:13])[CH2:20][CH2:19]3)=[O:22])=[CH:28][CH:27]=2)[CH:34]=[CH:33][N:32]=1)(=[O:39])[CH3:38] |f:3.4,6.7|. Procedure details: In acetic anhydride (25 ml), 4-[4-[[4-[(6-chloronaphthalen-2-yl)sulfonyl]piperazin-1-yl]carbonyl]phenyl]-2-methylpyridine N-oxide (900 mg) was dissolved, followed by heating under reflux for 15 minutes. Ethanol (25 ml) was added to the reaction mixture and the resulting mixture was heated under reflux for further 1 hour. To the reaction mixture, dichloromethane and an aqueous solution of sodium bicarbonate were added to separate the organic layer. The organic layer thus obtained was dried over a... The reactants are C(=O)(O)[C@@H](O)[C@H](O)C(=O)O.C(C)(=O)C=1C=CC=2C[C@@H]3[C@@H]4CCCC[C@@]4(C2C1)CCN3C ((-)-3-Acetyl-N-methylmorphinan d-tartrate), [OH-].[NH4+] (ammonium hydroxide). The solvent is O (water). Product: C(C)(=O)C=1C=CC=2C[C@@H]3[C@@H]4CCCC[C@@]4(C2C1)CCN3C ((-)-3-acetyl-N-methylmorphinan). Yield: 99.0%. As a reaction SMILES: C([C@H]([C@@H](C(O)=O)O)O)(O)=O.[C:11]([C:14]1[CH:15]=[CH:16][C:17]2[CH2:18][C@H:19]3[N:30]([CH3:31])[CH2:29][CH2:28][C@@:25]4([C:26]=2[CH:27]=1)[C@H:20]3[CH2:21][CH2:22][CH2:23][CH2:24]4)(=[O:13])[CH3:12].[OH-].[NH4+]>O>[C:11]([C:14]1[CH:15]=[CH:16][C:17]2[CH2:18][C@H:19]3[N:30]([CH3:31])[CH2:29][CH2:28][C@@:25]4([C:26]=2[CH:27]=1)[C@H:20]3[CH2:21][CH2:22][CH2:23][CH2:24]4)(=[O:13])[CH3:12] |f:0.1,2.3|. Procedure: (-)-3-Acetyl-N-methylmorphinan d-tartrate, 4.30 g was suspended in 20 ml water and made basic with concentrated ammonium hydroxide. The resulting suspension was extracted with ether (2×40 ml). The ether extracts were washed with water and dried over magnesium sulfate. Removal of the solvent gave 2.8 g (99%) of (-)-3-acetyl-N-methylmorphinan. For analysis, a sample of this compound was distilled, bp 175°-185° (0.2 mm), [α]25D-47.14° (c 1.17, MeOH).